From a dataset of the Open Reaction Database (ORD), a public repository of structured organic reaction records. describe an organic reaction: reactants, conditions, products, and yield The reactants are C(C=C)ON=C1C[C@H](N(C1)C(=O)OC(C)(C)C)C(=O)O ((2S,4EZ)-4-[(allyloxy)imino]-1-(tert-butoxycarbonyl)-2-pyrrolidinecarboxylic acid), O=C1OC(=CC=C1C(=O)Cl)CCCCC (2-oxo-6-pentyl-2H-pyran-3-carbonyl chloride), N1=CC=CC2=CC(=CC=C12)N (6-quinolinamine). Product: C(C=C)ON=C1C[C@H](N(C1)C(=O)C=1C(OC(=CC1)CCCCC)=O)C(=O)NC=1C=C2C=CC=NC2=CC1 ((2S,4EZ)-4-[(allyloxy)imino]-1-[(2-oxo-6-pentyl-2H-pyran-3-yl)carbonyl]-N-(6-quinolinyl)-2-pyrrolidinecarboxamide). Reaction SMILES: [CH2:1]([O:4][N:5]=[C:6]1[CH2:10][N:9]([C:11]([O:13]C(C)(C)C)=O)[C@H:8]([C:18]([OH:20])=O)[CH2:7]1)[CH:2]=[CH2:3].[O:21]=[C:22]1[C:27](C(Cl)=O)=[CH:26][CH:25]=[C:24]([CH2:31][CH2:32][CH2:33][CH2:34][CH3:35])[O:23]1.[N:36]1[C:45]2[C:40](=[CH:41][C:42]([NH2:46])=[CH:43][CH:44]=2)[CH:39]=[CH:38][CH:37]=1>>[CH2:1]([O:4][N:5]=[C:6]1[CH2:10][N:9]([C:11]([C:27]2[C:22](=[O:21])[O:23][C:24]([CH2:31][CH2:32][CH2:33][CH2:34][CH3:35])=[CH:25][CH:26]=2)=[O:13])[C@H:8]([C:18]([NH:46][C:42]2[CH:41]=[C:40]3[C:45](=[CH:44][CH:43]=2)[N:36]=[CH:37][CH:38]=[CH:39]3)=[O:20])[CH2:7]1)[CH:2]=[CH2:3]. Procedure: Following the general method as outlined in Example 22, starting from (2S,4EZ)-4-[(allyloxy)imino]-1-(tert-butoxycarbonyl)-2-pyrrolidinecarboxylic acid, 2-oxo-6-pentyl-2H-pyran-3-carbonyl chloride, and 6-quinolinamine the title compound was obtained in 67% purity by LC/MS. MS(ESI+): m/z=503.2. Reactants: [Br-], C[Mg+], CCOCC, [Cl-], Clc1ccc2c(-c3ccoc3)ccnc2c1, [NH4+], O. The product is Cc1ccc2c(-c3ccoc3)ccnc2c1. Reaction SMILES: [Br-:17].[CH3:18][Mg+:19].[CH3:23][CH2:24][O:25][CH2:26][CH3:27].[Cl-:20].[Cl:1][c:2]1[cH:3][cH:4][c:5]2[c:6](-[c:12]3[cH:13][o:14][cH:15][cH:16]3)[cH:7][cH:8][n:9][c:10]2[cH:11]1.[NH4+:21].[OH2:22]>>[c:2]1([CH3:18])[cH:3][cH:4][c:5]2[c:6](-[c:12]3[cH:13][o:14][cH:15][cH:16]3)[cH:7][cH:8][n:9][c:10]2[cH:11]1. Starting materials: Cl.CSC1=CC=C(CN(N)C2=CC=C(C=C2)OC)C=C1 (1-[4-methylthiobenzyl]-1-[4-methoxyphenyl]hydrazine hydrochloride), COC(CC(CC(CC)=O)C)=O (methyl-3-methyl-5-oxoheptanoate). Run in C(C)(C)(C)O (t-butanol). Yields the product CSC1=CC=C(CN2C(=C(C3=CC(=CC=C23)OC)C)CC(CC(=O)O)C)C=C1 (4-[1-(4-methylthiobenzyl)-5-methoxy-3-methyl-1H-indol-2-yl]-3-methyl butanoic acid). RXN SMILES: Cl.[CH3:2][S:3][C:4]1[CH:20]=[CH:19][C:7]([CH2:8][N:9]([C:11]2[CH:16]=[CH:15][C:14]([O:17][CH3:18])=[CH:13][CH:12]=2)N)=[CH:6][CH:5]=1.C[O:22][C:23](=[O:32])[CH2:24][CH:25]([CH3:31])[CH2:26][C:27](=O)[CH2:28][CH3:29]>C(O)(C)(C)C>[CH3:2][S:3][C:4]1[CH:20]=[CH:19][C:7]([CH2:8][N:9]2[C:11]3[C:16](=[CH:15][C:14]([O:17][CH3:18])=[CH:13][CH:12]=3)[C:28]([CH3:29])=[C:27]2[CH2:26][CH:25]([CH3:31])[CH2:24][C:23]([OH:32])=[O:22])=[CH:6][CH:5]=1 |f:0.1|. Procedure details: Following the method of Example 2, but using 1-[4-methylthiobenzyl]-1-[4-methoxyphenyl]hydrazine hydrochloride and methyl-3-methyl-5-oxoheptanoate as starting materials, in t-butanol as solvent, the title compound was prepared Reactants: CC(C)O, COc1c(S(=O)[O-])ccc2c1OC(C)(C)C2, O=C1CCC(=O)N1Cl, [Li+], O. Product: COc1c(S(=O)(=O)Cl)ccc2c1OC(C)(C)C2. Reaction SMILES: [CH3:1][CH:2]([OH:3])[CH3:4].[CH3:5][C:6]1([CH3:20])[O:7][c:8]2[c:9]([cH:11][cH:12][c:13]([S:17](=[O:18])[O-:19])[c:14]2[O:15][CH3:16])[CH2:10]1.[Cl:22][N:23]1[C:24](=[O:25])[CH2:26][CH2:27][C:28]1=[O:29].[Li+:21].[OH2:30]>>[CH3:5][C:6]1([CH3:20])[O:7][c:8]2[c:9]([cH:11][cH:12][c:13]([S:17](=[O:18])(=[O:19])[Cl:22])[c:14]2[O:15][CH3:16])[CH2:10]1. Reaction conditions: time 30 minute. Reactants: C(CC(=O)[O-])(=O)[O-] (malonate), O=S(Cl)Cl (SOCl2), C(C1=CC=CC=C1)O (Benzyl alcohol), [N-]=[N+]=[N-].[Na+] (sodium azide), NC1=CC(=C(C=C1)C(C(=O)OC)C(=O)OC)[N+](=O)[O-] (dimethyl (4-amino-2-nitrophenyl)malonate). Yield: 81.0%. RXN SMILES: [C:1]([O-:7])(=O)CC([O-])=O.O=S(Cl)Cl.[N-:12]=[N+]=[N-].[Na+].[CH2:16]([OH:23])[C:17]1[CH:22]=[CH:21][CH:20]=[CH:19][CH:18]=1.N[C:25]1[CH:30]=[CH:29][C:28]([CH:31]([C:36]([O:38][CH3:39])=[O:37])[C:32]([O:34][CH3:35])=[O:33])=[C:27]([N+:40]([O-:42])=[O:41])[CH:26]=1>CN(C=O)C.ClCCCl.O.CC(C)=O.CCOC(C)=O>[CH2:16]([O:23][C:1]([C:25]1[CH:30]=[CH:29][C:28]([CH:31]([C:36]([O:38][CH3:39])=[O:37])[C:32]([O:34][CH3:35])=[O:33])=[C:27]([N+:40]([O-:42])=[O:41])[C:26]=1[NH2:12])=[O:7])[C:17]1[CH:22]=[CH:21][CH:20]=[CH:19][CH:18]=1 |f:2.3|. Product: C(C1=CC=CC=C1)OC(=O)C1=C(C(=C(C=C1)C(C(=O)OC)C(=O)OC)[N+](=O)[O-])N (dimethyl [4-(benzyloxycarbonyl)-amino-2-nitrophenyl]malonate). Reagents/catalysts: CN(C)C=O (DMF). Solvent: CCOC(=O)C (EtOAc), ClCCCl (1,2-dichloroethane), O (water), CC(=O)C (acetone). Procedure: A solution of the above malonate (3.44 g, 11.6 mmol), SOCl2 (1.0 mL, 13.9 mmol) and DMF (4 drops) in 1,2-dichloroethane (60 mL) was stirred under reflux for 1 h, cooled and evaporated. The residue was dissolved in Me2CO (30 mL) and added dropwise over 10 min to a vigorously stirred solution of sodium azide (2.26 g, 35 mmol) in water (30 mL) and acetone (100 ml) at 0° C. After a further 30 min at 0° C., EtOAc (100 mL) was added, most of the Me2CO was evaporated, and the EtOAc layer was washed wit... The reactants are C(=O)(N)NNC(=O)N (hydrazodicarbonamide), C1(CCCCC1)N (cyclohexyl amine), Cl (hydrochloric acid). Run in CN1C(CCC1)=O (N-methyl pyrrolidone). Yields the product C1(CCCCC1)N1C(NNC1=O)=O (4-cyclohexyl-1,2,4-triazolidine-3,5-dione). Reaction SMILES: [C:1]([NH:4][NH:5][C:6]([NH2:8])=[O:7])(N)=[O:2].[CH:9]1(N)[CH2:14][CH2:13][CH2:12][CH2:11][CH2:10]1.Cl>CN1CCCC1=O>[CH:9]1([N:8]2[C:6](=[O:7])[NH:5][NH:4][C:1]2=[O:2])[CH2:14][CH2:13][CH2:12][CH2:11][CH2:10]1. Procedure: 118 g of hydrazodicarbonamide and 100 g of cyclohexyl amine are stirred in 100 ml of N-methyl pyrrolidone for 2 hours at 160° C., for 7 hours at 175° C. and for 10 hours at 200° C. The solvent is then distilled off in vacuo and the residue is triturated with 100 ml of a 10% sodium hydroxide solution. The deposit is isolated by filtration under suction and the filtrate is neutralised with 10% hydrochloric acid. A deposit is precipitated and is isolated by filtration under suction, washed with wat... Reactants: BrC1=CC=C(C=C1)C(CCN1C=NC=C1)OC1=CC=CC=C1 (1-[3-(4-Bromo-phenyl)-3-phenoxy-propyl]-1H-imidazole), CC1(OB(OC1(C)C)C=1C=NNC1)C (4-(4,4,5,5-tetramethyl-1,3,2-dioxaborolan-2-yl)-1H-pyrazole). The product is N1(C=NC=C1)CCC(OC1=CC=CC=C1)C1=CC=C(C=C1)C=1C=NNC1 (4-[4-(3-Imidazol-1-yl-1-phenoxy-propyl)-phenyl]-1H-pyrazole). As a reaction SMILES: Br[C:2]1[CH:7]=[CH:6][C:5]([CH:8]([O:16][C:17]2[CH:22]=[CH:21][CH:20]=[CH:19][CH:18]=2)[CH2:9][CH2:10][N:11]2[CH:15]=[CH:14][N:13]=[CH:12]2)=[CH:4][CH:3]=1.CC1(C)C(C)(C)OB([C:31]2[CH:32]=[N:33][NH:34][CH:35]=2)O1>>[N:11]1([CH2:10][CH2:9][CH:8]([C:5]2[CH:6]=[CH:7][C:2]([C:31]3[CH:32]=[N:33][NH:34][CH:35]=3)=[CH:3][CH:4]=2)[O:16][C:17]2[CH:22]=[CH:21][CH:20]=[CH:19][CH:18]=2)[CH:15]=[CH:14][N:13]=[CH:12]1. Procedure details: 1-[3-(4-Bromo-phenyl)-3-phenoxy-propyl]-1H-imidazole was reacted with 4-(4,4,5,5-tetramethyl-1,3,2-dioxaborolan-2-yl)-1H-pyrazole following the procedure set out in Example 1 to give the title compound. LC/MS: (PS-A2) Rt 2.05 [M+H]+ 345.30. 1H NMR (Me-d3-OD) δ 2.30-2.55 (2H, m), 4.25-4.45 (2H, m), 5.10-5.15 (1H, m), 6.80-6.90 (3H, m), 7.10 (1H, s), 7.15-7.20 (2H, t), 7.25 (1H, s), 7.35-7.40 (2H, d), 7.55-7.60 (2H, d), 7.85 (1H, s), 7.95 (2H, s). The reactants are O=C([O-])[O-], Cc1cc(N)n[nH]1, CCO, Cc1cnc(Cl)nc1Cl, [Na+], [Na+]. Yields the product Cc1cc(Nc2nc(Cl)ncc2C)n[nH]1. Reaction SMILES: [C:17](=[O:18])([O-:19])[O-:20].[CH3:1][c:2]1[cH:3][c:4]([NH2:7])[n:5][nH:6]1.[CH3:23][CH2:24][OH:25].[Cl:8][c:9]1[n:10][cH:11][c:12]([CH3:16])[c:13]([Cl:15])[n:14]1.[Na+:21].[Na+:22]>>[CH3:1][c:2]1[cH:3][c:4]([NH:7][c:13]2[c:12]([CH3:16])[cH:11][n:10][c:9]([Cl:8])[n:14]2)[n:5][nH:6]1. Starting materials: BrC1=CC=C(C(=C1OC=1C=C(C#N)C=C(C1)Cl)F)C (3-[(6-bromo-2-fluoro-3-methylphenyl)oxy]-5-chlorobenzonitrile), C1CC(=O)N(C1=O)Br (NBS), CC(C)(C#N)N=NC(C)(C)C#N (AIBN), CCOC(=O)C (EtOAc). Solvent: C(Cl)(Cl)(Cl)Cl (carbon tetrachloride), CCCCCC (hexane). The product is BrC1=CC=C(C(=C1OC=1C=C(C#N)C=C(C1)Cl)F)CBr (3-{[6-bromo-3-(bromomethyl)-2-fluorophenyl]oxy}-5-chlorobenzonitrile). The yield is 32.3%. Reaction SMILES: [Br:1][C:2]1[C:7]([O:8][C:9]2[CH:10]=[C:11]([CH:14]=[C:15]([Cl:17])[CH:16]=2)[C:12]#[N:13])=[C:6]([F:18])[C:5]([CH3:19])=[CH:4][CH:3]=1.C1C(=O)N([Br:27])C(=O)C1.CC(N=NC(C#N)(C)C)(C#N)C.CCOC(C)=O>C(Cl)(Cl)(Cl)Cl.CCCCCC>[Br:1][C:2]1[C:7]([O:8][C:9]2[CH:10]=[C:11]([CH:14]=[C:15]([Cl:17])[CH:16]=2)[C:12]#[N:13])=[C:6]([F:18])[C:5]([CH2:19][Br:27])=[CH:4][CH:3]=1. Procedure: A mixture of 3-[(6-bromo-2-fluoro-3-methylphenyl)oxy]-5-chlorobenzonitrile (3.39 g, 9.95 mmol), NBS (1.949 g, 10.95 mmol) and AIBN (0.082 g, 0.498 mmol) in carbon tetrachloride (45 ml) was heated at reflux overnight. The reaction mixture was filtered through Celite and the filtrate was evaporated to dryness. Chromatography of the residue (EtOAc:hexane) gave 3-{[6-bromo-3-(bromomethyl)-2-fluorophenyl]oxy}-5-chlorobenzonitrile (1.35 g, 32.3% yield) as a colorless oil which crystallized to a white ...